This data is from the Open Reaction Database (ORD), a public repository of structured organic reaction records. The task is: describe an organic reaction: reactants, conditions, products, and yield Starting materials: CC(C)(C)CC(=O)Nc1ccc2c(c1)cc(C(=O)Nc1cccc(C(=O)O)c1)n2Cc1ccccc1F, CCN=C=NCCCN(C)C, CC(C)(C)N, CN(C)c1ccncc1, ClCCl, Cl. The product is CC(C)(C)CC(=O)Nc1ccc2c(c1)cc(C(=O)Nc1cccc(C(=O)NC(C)(C)C)c1)n2Cc1ccccc1F. As a reaction SMILES: [CH3:1][C:2]([CH2:3][C:4](=[O:5])[NH:6][c:7]1[cH:8][c:9]2[cH:10][c:11]([C:24](=[O:25])[NH:26][c:27]3[cH:28][c:29]([C:30](=[O:31])[OH:32])[cH:33][cH:34][cH:35]3)[n:12]([CH2:16][c:17]3[c:18]([F:23])[cH:19][cH:20][cH:21][cH:22]3)[c:13]2[cH:14][cH:15]1)([CH3:36])[CH3:37].[CH3:38][N:39]([CH3:40])[CH2:41][CH2:42][CH2:43][N:44]=[C:45]=[N:46][CH2:47][CH3:48].[CH3:50][C:51]([CH3:52])([CH3:53])[NH2:54].[CH3:55][N:56]([CH3:57])[c:58]1[cH:59][cH:60][n:61][cH:62][cH:63]1.[Cl:64][CH2:65][Cl:66].[ClH:49]>>[CH3:1][C:2]([CH2:3][C:4](=[O:5])[NH:6][c:7]1[cH:8][c:9]2[cH:10][c:11]([C:24](=[O:25])[NH:26][c:27]3[cH:28][c:29]([C:30](=[O:31])[NH:54][C:51]([CH3:50])([CH3:52])[CH3:53])[cH:33][cH:34][cH:35]3)[n:12]([CH2:16][c:17]3[c:18]([F:23])[cH:19][cH:20][cH:21][cH:22]3)[c:13]2[cH:14][cH:15]1)([CH3:36])[CH3:37]. The product is COC1=CC=C2C=CC(NC2=C1)=O (7-methoxyquinolin-2(1H)-one). Solvent: C(C)(=O)O (acetic acid). Reaction conditions: time 4 day. RXN SMILES: [CH3:1][O:2][C:3]1[CH:8]=[CH:7][C:6](/[CH:9]=[CH:10]/[C:11](OCC)=[O:12])=[C:5]([N+:16]([O-])=O)[CH:4]=1>C(O)(=O)C.[Fe]>[CH3:1][O:2][C:3]1[CH:4]=[C:5]2[C:6]([CH:9]=[CH:10][C:11](=[O:12])[NH:16]2)=[CH:7][CH:8]=1. The reactants are COC1=CC(=C(C=C1)/C=C/C(=O)OCC)[N+](=O)[O-] ((E)-Ethyl 3-(4-methoxy-2-nitrophenyl)acrylate). Yield: 93.8%. Reported procedure: (E)-Ethyl 3-(4-methoxy-2-nitrophenyl)acrylate (20.00 g, 80 mmol) and iron powder (3.39 mL, 478 mmol) were mixed in acetic acid (300 mL). The reaction mixture was stirred at room temperature for 4 days. The reaction mixture was filtered through CELITE™. The filtrate was partitioned between ethyl acetate and saturated sodium bicarbonate. The aqueous layer was separated and extracted once more with ethyl acetate. The combined organic layers were washed with brine, dried over magnesium sulfate, and ... The reagents and catalysts are [Fe] (iron). The reactants are C(C)(C)(C)OC(=O)N[C@@H](CC1=CC=NC=C1)C1=NC2=C(N1)C=CC(=C2)Cl ((S)—N-tert-butoxycarbonyl-1-(5-chloro-1H-benzimidazol-2-yl)-2-(pyridin-4-yl)ethylamine), FC(C(=O)O)(F)F (trifluoroacetic acid). Solvent: ClCCl (dichloromethane). Reaction conditions: time 16 hour. Yields the product ClC1=CC2=C(NC(=N2)[C@H](CC2=CC=NC=C2)N)C=C1 ((S)-1-(5-chloro-1H-benzimidazol-2-yl)-2-(pyridin-4-yl)ethylamine). As a reaction SMILES: C(OC([NH:8][C@H:9]([C:17]1[NH:21][C:20]2[CH:22]=[CH:23][C:24]([Cl:26])=[CH:25][C:19]=2[N:18]=1)[CH2:10][C:11]1[CH:16]=[CH:15][N:14]=[CH:13][CH:12]=1)=O)(C)(C)C.FC(F)(F)C(O)=O>ClCCl>[Cl:26][C:24]1[CH:23]=[CH:22][C:20]2[NH:21][C:17]([C@@H:9]([NH2:8])[CH2:10][C:11]3[CH:12]=[CH:13][N:14]=[CH:15][CH:16]=3)=[N:18][C:19]=2[CH:25]=1. Procedure details: 1.88 g (5.04 mmol) of (S)—N-tert-butoxycarbonyl-1-(5-chloro-1H-benzimidazol-2-yl)-2-(pyridin-4-yl)ethylamine is dissolved in 35 mL of dichloromethane and combined with 5 mL of trifluoroacetic acid. The mixture is stirred for 16 hours at ambient temperature and then the volatile constituents are distilled off. The residue is made alkaline with 2 molar sodium hydroxide solution, evaporated down and then digested with a little water and ethyl acetate. The crystals thus obtained are dried. Yield: 1.... Reported procedure: In the manner described hereinabove in Reference Example 11, 1-trimethylsilyl-3-oxo-6-chloro-1-hexyne is reacted with propargyl magnesium bromide to give 7-chloro-4-hydroxy-4-trimethylsilylethynyl-1-heptyne. Reaction SMILES: [CH3:1][Si:2]([CH3:12])([CH3:11])[C:3]#[C:4][C:5](=[O:10])[CH2:6][CH2:7][CH2:8][Cl:9].[CH2:13]([Mg]Br)[C:14]#[CH:15]>>[Cl:9][CH2:8][CH2:7][CH2:6][C:5]([OH:10])([C:4]#[C:3][Si:2]([CH3:1])([CH3:11])[CH3:12])[CH2:15][C:14]#[CH:13]. Starting materials: C[Si](C#CC(CCCCl)=O)(C)C (1-trimethylsilyl-3-oxo-6-chloro-1-hexyne), C(C#C)[Mg]Br (propargyl magnesium bromide). Yields the product ClCCCC(CC#C)(C#C[Si](C)(C)C)O (7-chloro-4-hydroxy-4-trimethylsilylethynyl-1-heptyne). RXN SMILES: Br[C:2]1[CH:3]=[CH:4][C:5]2[N:6]([CH:8]=[C:9]([C:11]3[C:12]([C:17]4[CH:22]=[CH:21][CH:20]=[CH:19][CH:18]=4)=[N:13][O:14][C:15]=3[CH3:16])[N:10]=2)[CH:7]=1.[NH:23]1[CH:27]=[CH:26][CH:25]=[N:24]1>>[CH3:16][C:15]1[O:14][N:13]=[C:12]([C:17]2[CH:22]=[CH:21][CH:20]=[CH:19][CH:18]=2)[C:11]=1[C:9]1[N:10]=[C:5]2[CH:4]=[CH:3][C:2]([N:23]3[CH:27]=[CH:26][CH:25]=[N:24]3)=[CH:7][N:6]2[CH:8]=1. Product: CC1=C(C(=NO1)C1=CC=CC=C1)C=1N=C2N(C=C(C=C2)N2N=CC=C2)C1 (2-(5-Methyl-3-phenyl-isoxazol-4-yl)-6-pyrazol-1-yl-imidazo[1,2-a]pyridine). Starting materials: BrC=1C=CC=2N(C1)C=C(N2)C=2C(=NOC2C)C2=CC=CC=C2 (6-bromo-2-(5-methyl-3-phenyl-isoxazol-4-yl)-imidazo[1,2-a]pyridine), N1N=CC=C1 (pyrazole). The yield is 16.0%. Procedure details: As described for Example 60, 6-bromo-2-(5-methyl-3-phenyl-isoxazol-4-yl)-imidazo[1,2-a]pyridine (70.8 mg, 0.2 mmol) instead of 6-iodo-2-(5-methyl-3-phenyl-isoxazol-4-yl)-imidazo[1,2-a]pyridine was converted, using pyrazole instead of benzamide, to the title compound (11 mg, 16%) which was obtained as a light yellow gum. MS: m/e=342.3 [M+H]+. The reactants are CC#N, C=CCOC(C)Cl, c1nc[nH]n1. Product: C=CCOC(C)n1cncn1. Reaction SMILES: [CH3:13][C:14]#[N:15].[Cl:1][CH:2]([CH3:3])[O:4][CH2:5][CH:6]=[CH2:7].[nH:8]1[n:9][cH:10][n:11][cH:12]1>>[CH:2]([CH3:3])([O:4][CH2:5][CH:6]=[CH2:7])[n:8]1[n:9][cH:10][n:11][cH:12]1. Product: CSc1ccc(Cl)cc1C. The reactants are CSSC, ClC(Cl)Cl, Cc1cc(Cl)ccc1N, CC(C)(C)ON=O. As a reaction SMILES: [CH3:17][S:18][S:19][CH3:20].[CH:21]([Cl:22])([Cl:23])[Cl:24].[Cl:8][c:9]1[cH:10][c:11]([CH3:16])[c:12]([NH2:13])[cH:14][cH:15]1.[N:1]([O:2][C:3]([CH3:4])([CH3:5])[CH3:6])=[O:7]>>[Cl:8][c:9]1[cH:10][c:11]([CH3:16])[c:12]([S:18][CH3:17])[cH:14][cH:15]1. Starting materials: ClC1=NC2=CC=CC=C2C(C1(C)C)(O)C1=CC=CC=C1 (2-Chloro-3,4-dihydro-3,3-dimethyl-4-phenylquinolin-4-ol), N1=CC=CC=C1 (pyridine). Run in CNC (dimethylamine), C(C)O (ethanol). Run at time 24 hour. Yields the product CC1(C(=NC2=CC=CC=C2C1(O)C1=CC=CC=C1)N(C)C)C (3,4-Dihydro-3,3-dimethyl-2-dimethylamino-4-phenylquinolin-4-ol). The yield is 75.7%. Reaction SMILES: Cl[C:2]1[C:11]([CH3:13])([CH3:12])[C:10]([C:15]2[CH:20]=[CH:19][CH:18]=[CH:17][CH:16]=2)([OH:14])[C:9]2[C:4](=[CH:5][CH:6]=[CH:7][CH:8]=2)[N:3]=1.[N:21]1[CH:26]=CC=C[CH:22]=1>CNC.C(O)C>[CH3:12][C:11]1([CH3:13])[C:10]([C:15]2[CH:20]=[CH:19][CH:18]=[CH:17][CH:16]=2)([OH:14])[C:9]2[C:4](=[CH:5][CH:6]=[CH:7][CH:8]=2)[N:3]=[C:2]1[N:21]([CH3:26])[CH3:22]. Procedure details: 2-Chloro-3,4-dihydro-3,3-dimethyl-4-phenylquinolin-4-ol (1.0g., 0.0035 mole) was dissolved in a mixture of a 33% w/v solution of dimethylamine in ethanol (15 ml.) and pyridine (0.6 ml. 0.0075 mole). The solution was stirred for 24 hours, then partially evaporated and allowed to crystallise to give the title compound (0.78g., m.p. 170° - 173° C) [Found: C, 77.4; H, 7.75; N, 9.5% C19H22N2O requires: C, 77.5; H, 7.5; N, 9.5%]. The reactants are C1N2CN3CN1CN(C2)C3, CC(=O)O, O, c1cc2c(ncc3nncn32)[nH]1. As a reaction SMILES: [CH2:13]1[N:14]2[CH2:15][N:16]3[CH2:17][N:18]([CH2:19]2)[CH2:20][N:21]1[CH2:22]3.[CH3:23][C:24]([OH:25])=[O:26].[OH2:27].[cH:1]1[n:2][n:3][c:4]2[n:5]1[c:6]1[c:7]([n:8][cH:9]2)[nH:10][cH:11][cH:12]1>>[cH:1]1[n:2][n:3][c:4]2[n:5]1[c:6]1[c:7]([n:8][cH:9]2)[nH:10][cH:11][c:12]1[CH:24]=[O:25]. Yields the product O=Cc1c[nH]c2ncc3nncn3c12.